From a dataset of the Open Reaction Database (ORD), a public repository of structured organic reaction records. describe an organic reaction: reactants, conditions, products, and yield Starting materials: 1446s, C(C)OC=1C(C(C1NC(C)(C)C)=O)=O (3-ethoxy-4-(tert-butylamino)-cyclobut-3-ene-1,2-dione), 1655s, [K+].[Br-] (KBr), 1542s, 3295m, 1471s, 2973m, 1569s, 1794m, 3063w, C(C)OC=1C(C(C1N[C@@H](C(C)(C)C)C)=O)=O ((R)-3-ethoxy-4-(1,2,2-trimethyl-propylamino)-cyclobut-3-ene-1,2-dione), FC(OC=1C=C(CN)C=CC1)(F)F (3-trifluoromethoxy-benzylamine), 3239m. The product is C(C)(C)(C)NC=1C(C(C1NCC1=CC(=CC=C1)OC(F)(F)F)=O)=O (3-tert-Butylamino-4-(3-trifluoromethoxy-benzylamino)- cyclobut-3-ene-1,2-dione). Isolated yield 66.0%. Reaction SMILES: C(O[C:4]1[C:5](=[O:14])[C:6](=[O:13])[C:7]=1[NH:8][C:9]([CH3:12])([CH3:11])[CH3:10])C.C(OC1C(=O)C(=O)C=1N[C@H](C)C(C)(C)C)C.[F:31][C:32]([F:43])([F:42])[O:33][C:34]1[CH:35]=[C:36]([CH:39]=[CH:40][CH:41]=1)[CH2:37][NH2:38].[K+].[Br-]>>[C:9]([NH:8][C:7]1[C:6](=[O:13])[C:5](=[O:14])[C:4]=1[NH:38][CH2:37][C:36]1[CH:39]=[CH:40][CH:41]=[C:34]([O:33][C:32]([F:31])([F:42])[F:43])[CH:35]=1)([CH3:10])([CH3:11])[CH3:12] |f:3.4|. Procedure: The title compound was prepared according to the procedure for example 1-step 2 except that 3-ethoxy-4-(tert-butylamino)-cyclobut-3-ene-1,2-dione was used in place of using (R)-3-ethoxy-4-(1,2,2-trimethyl-propylamino)-cyclobut-3-ene-1,2-dione and 3-trifluoromethoxy-benzylamine was used in place of 4-fluorobenzylamine. Yield: 66%; mp: 210-212° C.; 1H NMR (300 MHz, DMSO-d6): δ 1.36 (m, 9H), 4.76-4.81 (m 2H), 7.32-7.43 (m, 3H), 7.50-7.60 (m, 2H), 7.76-7.84 (brm, 1H); IR (KBr, cm-1): 3295m, 3239m, 3... Reactants: ClC1=C(C=C2C(=C(C(NC2=C1)=O)C1=CC(=NO1)C)O)I (7-chloro-4-hydroxy-6-iodo-3-(3-methylisoxazol-5-yl)quinolin-2(1H)-one), ClC1=C(C=C2C(=C(C(NC2=C1)=O)C1=CC(=NO1)C)O)I (7-chloro-4-hydroxy-6-iodo-3-(3-methylisoxazol-5-yl)quinolin-2(1H)-one), CC1(OB(OC1(C)C)C1=CC=C(C=C1)C=1N=C(SC1)NC(C)=O)C (N-(4-(4-(4,4,5,5-tetramethyl-1,3,2-dioxaborolan-2-yl)phenyl)thiazol-2-yl)acetamide), CC1(OB(OC1(C)C)C1=CC=C(C=C1)C=1N=C(SC1)NC(C)=O)C (N-(4-(4-(4,4,5,5-tetramethyl-1,3,2-dioxaborolan-2-yl)phenyl)thiazol-2-yl)acetamide), C([O-])([O-])=O.[Cs+].[Cs+] (cesium carbonate). The reagents and catalysts are C=1C=CC(=CC1)[P](C=2C=CC=CC2)(C=3C=CC=CC3)[Pd]([P](C=4C=CC=CC4)(C=5C=CC=CC5)C=6C=CC=CC6)([P](C=7C=CC=CC7)(C=8C=CC=CC8)C=9C=CC=CC9)[P](C=1C=CC=CC1)(C=1C=CC=CC1)C=1C=CC=CC1 (tetrakis(triphenylphosphine)palladium). Run in O1CCOCC1 (1,4-dioxane), O (water). Reaction conditions: temperature 80 celsius. The product is ClC1=C(C=C2C(=C(C(NC2=C1)=O)C1=CC(=NO1)C)O)C1=CC=C(C=C1)C=1N=C(SC1)NC(C)=O (N-(4-(4-(7-chloro-4-hydroxy-3-(3-methylisoxazol-5-yl)-2-oxo-1,2-dihydro quinolin-6-yl)phenyl)thiazol-2-yl)acetamide). The yield is 84.9%. As a reaction SMILES: [Cl:1][C:2]1[CH:11]=[C:10]2[C:5]([C:6]([OH:19])=[C:7]([C:13]3[O:17][N:16]=[C:15]([CH3:18])[CH:14]=3)[C:8](=[O:12])[NH:9]2)=[CH:4][C:3]=1I.CC1(C)C(C)(C)OB([C:29]2[CH:34]=[CH:33][C:32]([C:35]3[N:36]=[C:37]([NH:40][C:41](=[O:43])[CH3:42])[S:38][CH:39]=3)=[CH:31][CH:30]=2)O1.C(=O)([O-])[O-].[Cs+].[Cs+]>O1CCOCC1.O.C1C=CC([P]([Pd]([P](C2C=CC=CC=2)(C2C=CC=CC=2)C2C=CC=CC=2)([P](C2C=CC=CC=2)(C2C=CC=CC=2)C2C=CC=CC=2)[P](C2C=CC=CC=2)(C2C=CC=CC=2)C2C=CC=CC=2)(C2C=CC=CC=2)C2C=CC=CC=2)=CC=1>[Cl:1][C:2]1[CH:11]=[C:10]2[C:5]([C:6]([OH:19])=[C:7]([C:13]3[O:17][N:16]=[C:15]([CH3:18])[CH:14]=3)[C:8](=[O:12])[NH:9]2)=[CH:4][C:3]=1[C:29]1[CH:30]=[CH:31][C:32]([C:35]2[N:36]=[C:37]([NH:40][C:41](=[O:43])[CH3:42])[S:38][CH:39]=2)=[CH:33][CH:34]=1 |f:2.3.4,^1:61,63,82,101|. Procedure: To a solution of 7-chloro-4-hydroxy-6-iodo-3-(3-methylisoxazol-5-yl)quinolin-2(1H)-one (Intermediate 99) (125 mg, 0.311 mmol) in 1,4-dioxane (4 mL) and water (2 mL) were added N-(4-(4-(4,4,5,5-tetramethyl-1,3,2-dioxaborolan-2-yl)phenyl)thiazol-2-yl)acetamide (Intermediate 31) (118 mg, 0.342 mmol), cesium carbonate (152 mg, 0.466 mmol) and tetrakis(triphenylphosphine)palladium (3.59 mg, 3.11 μmol). The reaction mixture was heated at 80° C. for 16 h. After cooling the reaction mixture was filtered... The reactants are C(C1=CC=CC=C1)N(C(CCC1=CNC2=CC=CC=C12)=O)CCOC1=C(C=CC=C1)OC (N-benzyl-3-(1H-indol-3-yl)-N-[2-(2-methoxy-phenoxy)-ethyl]-propion-amide), [H-].[Al+3].[Li+].[H-].[H-].[H-] (lithium aluminum hydride). The solvent is O1CCCC1 (tetrahydrofuran). The product is C(C1=CC=CC=C1)N(CCOC1=C(C=CC=C1)OC)CCCC1=CNC2=CC=CC=C12 (Benzyl-[3-(1H-indol-3-yl)-propyl]-[2-(2-methoxy-phenoxy)-ethyl]amine). Isolated yield 86.0%. As a reaction SMILES: [CH2:1]([N:8]([CH2:22][CH2:23][O:24][C:25]1[CH:30]=[CH:29][CH:28]=[CH:27][C:26]=1[O:31][CH3:32])[C:9](=O)[CH2:10][CH2:11][C:12]1[C:20]2[C:15](=[CH:16][CH:17]=[CH:18][CH:19]=2)[NH:14][CH:13]=1)[C:2]1[CH:7]=[CH:6][CH:5]=[CH:4][CH:3]=1.[H-].[Al+3].[Li+].[H-].[H-].[H-]>O1CCCC1>[CH2:1]([N:8]([CH2:9][CH2:10][CH2:11][C:12]1[C:20]2[C:15](=[CH:16][CH:17]=[CH:18][CH:19]=2)[NH:14][CH:13]=1)[CH2:22][CH2:23][O:24][C:25]1[CH:30]=[CH:29][CH:28]=[CH:27][C:26]=1[O:31][CH3:32])[C:2]1[CH:3]=[CH:4][CH:5]=[CH:6][CH:7]=1 |f:1.2.3.4.5.6|. Reported procedure: To a solution of N-benzyl-3-(1H-indol-3-yl)-N-[2-(2-methoxy-phenoxy)-ethyl]-propion-amide in tetrahydrofuran (50 mL) at room temperature was added lithium aluminum hydride (1.8 g). The reaction was heated to reflux for 12 hours then allowed to cool to room temperature. The reaction was quenched with saturated ammonium chloride and the solid precipitates filtered through celite. The solvent was concentrated under vacuum and the product purified by chromatography (5% methanol-methylene chloride) t...